This data is from the Open Reaction Database (ORD), a public repository of structured organic reaction records. The task is: describe an organic reaction: reactants, conditions, products, and yield Reactants: NC1=C2CCNCC2=CC=C1 (5-amino-1,2,3,4-tetrahydroisoquinoline), C(C)(=O)OCC (ethyl acetate). The product is C(C)(=O)N1CC2=CC=CC(=C2CC1)N (2-acetyl-5-amino-1,2,3,4-tetrahydroisoquinoline). RXN SMILES: [NH2:1][C:2]1[CH:11]=[CH:10][CH:9]=[C:8]2[C:3]=1[CH2:4][CH2:5][NH:6][CH2:7]2.[C:12](OCC)(=[O:14])[CH3:13]>>[C:12]([N:6]1[CH2:5][CH2:4][C:3]2[C:8](=[CH:9][CH:10]=[CH:11][C:2]=2[NH2:1])[CH2:7]1)(=[O:14])[CH3:13]. Procedure details: A stirred mixture of 5-amino-1,2,3,4-tetrahydroisoquinoline (10.0 g) isopropenyl acetate (7.2 g) and ethyl acetate (150 ml) was heated under reflux for 24 hours. The cooled, filtered solution was evaporated under reduced pressure to a small volume. The residual oil was purified by elution from a silica column with ethyl acetate/methanol mixtures followed by crystallisation from ethyl acetate to give 2-acetyl-5-amino-1,2,3,4-tetrahydroisoquinoline as a white solid 6.6 g, m.p. 107°-108° C. Starting materials: CCO, CCOC(=O)c1cc2c(n1CCN)C1CCC2C1. The product is O=C1NCCn2c1cc1c2C2CCC1C2. Reaction SMILES: [CH3:19][CH2:20][OH:21].[NH2:1][CH2:2][CH2:3][n:4]1[c:5]2[c:10]([cH:11][c:12]1[C:13](=[O:14])[O:15][CH2:16][CH3:17])[CH:9]1[CH2:8][CH2:7][CH:6]2[CH2:18]1>>[NH:1]1[CH2:2][CH2:3][n:4]2[c:5]3[c:10]([cH:11][c:12]2[C:13]1=[O:14])[CH:9]1[CH2:8][CH2:7][CH:6]3[CH2:18]1. The reactants are COC(=O)CC(C)=O, CC[N+](CC)(CC)Cc1ccccc1, CC(=O)[O-], Cc1ccccc1, [Cl-], Cl, O=CCCSc1ccc(C(F)(F)F)cc1, [Na+], [Na+], [OH-], O. The product is CC(=O)CC(O)CCSc1ccc(C(F)(F)F)cc1. As a reaction SMILES: [C:1]([CH2:2][C:3](=[O:4])[CH3:5])([O:6][CH3:7])=[O:8].[CH2:34]([N+:35]([CH2:36][CH3:37])([CH2:38][CH3:39])[CH2:40][CH3:41])[c:42]1[cH:43][cH:44][cH:45][cH:46][cH:47]1.[CH3:13][C:14](=[O:15])[O-:16].[CH3:48][c:49]1[cH:50][cH:51][cH:52][cH:53][cH:54]1.[Cl-:33].[ClH:11].[F:17][C:18]([c:19]1[cH:20][cH:21][c:22]([S:25][CH2:26][CH2:27][CH:28]=[O:29])[cH:23][cH:24]1)([F:30])[F:31].[Na+:10].[Na+:12].[OH-:9].[OH2:32]>>[CH2:2]([C:3](=[O:4])[CH3:5])[CH:28]([CH2:27][CH2:26][S:25][c:22]1[cH:21][cH:20][c:19]([C:18]([F:17])([F:30])[F:31])[cH:24][cH:23]1)[OH:29]. Procedure details: A mixture of methyl 4-(4-chlorophenoxy)butanoate (1.4 g, 6.13 mmol), aminoguanidine bicarbonate (2.08 g, 15.3 mmol), and pyridine (12 mL) was added to a 100 mL RBF with a magnetic stirring bar. The flask was fitted with a condenser, and heated to 125° C. using an oil bath. Progress of the reaction was monitored by analytical HPLC with UV detection at 215 nm. The mixture was heated for 20 hours, and an additional portion of aminoguanidine bicarbonate (0.60 g, 4.4 mmol) was added. After an additio... Isolated yield 72.3%. Product: ClC1=CC=C(OCCCC2=NNC(=N2)N)C=C1 (3-[3-(4-chlorophenoxy)propyl]-1H-1,2,4-triazol-5-amine). Reaction SMILES: [Cl:1][C:2]1[CH:15]=[CH:14][C:5]([O:6][CH2:7][CH2:8][CH2:9][C:10](OC)=O)=[CH:4][CH:3]=1.C(=O)(O)O.[NH2:20][NH:21][C:22]([NH2:24])=[NH:23]>N1C=CC=CC=1>[Cl:1][C:2]1[CH:15]=[CH:14][C:5]([O:6][CH2:7][CH2:8][CH2:9][C:10]2[N:23]=[C:22]([NH2:24])[NH:21][N:20]=2)=[CH:4][CH:3]=1 |f:1.2|. Reaction conditions: temperature 125 celsius. The solvent is N1=CC=CC=C1 (pyridine). Reactants: ClC1=CC=C(OCCCC(=O)OC)C=C1 (methyl 4-(4-chlorophenoxy)butanoate), C(O)(O)=O.NNC(=N)N (aminoguanidine bicarbonate), C(O)(O)=O.NNC(=N)N (aminoguanidine bicarbonate). The reactants are C([O-])([O-])=O.[Cs+].[Cs+] (cesium carbonate), Cl.BrC=1C=NC=CC1Cl (3-bromo4-chloropyridine hydrochloride), C1(=CC=CC=C1)C1=NN=C(C2=CC=CC=C12)NC1=CC=C(C=C1)O (4-(4-phenylphthalazin-1-ylamino)phenol). RXN SMILES: C(=O)([O-])[O-].[Cs+].[Cs+].Cl.[Br:8][C:9]1[CH:10]=[N:11][CH:12]=[CH:13][C:14]=1Cl.[C:16]1([C:22]2[C:31]3[C:26](=[CH:27][CH:28]=[CH:29][CH:30]=3)[C:25]([NH:32][C:33]3[CH:38]=[CH:37][C:36]([OH:39])=[CH:35][CH:34]=3)=[N:24][N:23]=2)[CH:21]=[CH:20][CH:19]=[CH:18][CH:17]=1>>[Br:8][C:9]1[CH:10]=[N:11][CH:12]=[CH:13][C:14]=1[O:39][C:36]1[CH:35]=[CH:34][C:33]([NH:32][C:25]2[C:26]3[C:31](=[CH:30][CH:29]=[CH:28][CH:27]=3)[C:22]([C:16]3[CH:17]=[CH:18][CH:19]=[CH:20][CH:21]=3)=[N:23][N:24]=2)=[CH:38][CH:37]=1 |f:0.1.2,3.4|. Product: BrC=1C=NC=CC1OC1=CC=C(C=C1)NC1=NN=C(C2=CC=CC=C12)C1=CC=CC=C1 (N-(4-(3-bromopyridin4-yloxy)phenyl)-4-phenylphthalazin-1-amine). Reported procedure: A resealable reaction tube was charged with cesium carbonate (0.873 g, 0.268 mmol), 3-bromo4-chloropyridine hydrochloride (0.205 g, 0.894 mmol) and 4-(4-phenylphthalazin-1-ylamino)phenol (0.280 g, 0.894 mmol) and purged with nitrogen for several minutes. 1.8 mL of DMSO was added, the tube was sealed, and the reaction mixture was heated to 130° C. for 3 h. Upon cooling the mixture was diluted with EtOAc and washed with water. The aqueous portion was extracted with EtOAc, and the combined organic ... Conditions: temperature 130 celsius. The reactants are Cc1ccccc1, CC(C)(C)[O-], COC(=O)c1c(-c2ccccc2)c2cc(Br)ccc2c(=O)n1Cc1ccc(C(=O)OC(C)(C)C)cc1, NCc1ccccc1, [Na+], CC(=O)[O-], CC(=O)[O-], O, [Pd+2]. Yields the product COC(=O)c1c(-c2ccccc2)c2cc(NCc3ccccc3)ccc2c(=O)n1Cc1ccc(C(=O)OC(C)(C)C)cc1. As a reaction SMILES: [CH3:1][c:2]1[cH:3][cH:4][cH:5][cH:6][cH:7]1.[CH3:52][C:53]([CH3:54])([O-:55])[CH3:56].[CH3:8][O:9][C:10](=[O:11])[c:12]1[n:13]([CH2:30][c:31]2[cH:32][cH:33][c:34]([C:37](=[O:38])[O:39][C:40]([CH3:41])([CH3:42])[CH3:43])[cH:35][cH:36]2)[c:14](=[O:29])[c:15]2[cH:16][cH:17][c:18]([Br:28])[cH:19][c:20]2[c:21]1-[c:22]1[cH:23][cH:24][cH:25][cH:26][cH:27]1.[NH2:44][CH2:45][c:46]1[cH:47][cH:48][cH:49][cH:50][cH:51]1.[Na+:57].[O-:59][C:60]([CH3:61])=[O:62].[O-:63][C:64]([CH3:65])=[O:66].[OH2:67].[Pd+2:58]>>[CH3:8][O:9][C:10](=[O:11])[c:12]1[n:13]([CH2:30][c:31]2[cH:32][cH:33][c:34]([C:37](=[O:38])[O:39][C:40]([CH3:41])([CH3:42])[CH3:43])[cH:35][cH:36]2)[c:14](=[O:29])[c:15]2[cH:16][cH:17][c:18]([NH:44][CH2:45][c:46]3[cH:47][cH:48][cH:49][cH:50][cH:51]3)[cH:19][c:20]2[c:21]1-[c:22]1[cH:23][cH:24][cH:25][cH:26][cH:27]1. The reactants are BrC1=CC=C(C(=N)NCC2=C(C=CC=C2)Cl)C=C1 (4-bromo-N-(2-chlorobenzyl)-benzamidine), C([O-])(O)=O.[Na+] (sodium bicarbonate), BrCC(C(=O)OCC)=O (ethyl bromopyruvate). The solvent is CCO (EtOH). Reaction conditions: temperature 175 celsius. The product is C(C)OC(=O)C=1N=C(N(C1)CC1=C(C=CC=C1)Cl)C1=CC=C(C=C1)Br (2-(4-bromophenyl)-1-(2-chlorobenzyl)-1H-imidazole-4-carboxylic acid ethyl ester). Yield: 13.3%. As a reaction SMILES: [Br:1][C:2]1[CH:18]=[CH:17][C:5]([C:6]([NH:8][CH2:9][C:10]2[CH:15]=[CH:14][CH:13]=[CH:12][C:11]=2[Cl:16])=[NH:7])=[CH:4][CH:3]=1.C(=O)(O)[O-].[Na+].Br[CH2:25][C:26](=O)[C:27]([O:29][CH2:30][CH3:31])=[O:28]>CCO>[CH2:30]([O:29][C:27]([C:26]1[N:7]=[C:6]([C:5]2[CH:17]=[CH:18][C:2]([Br:1])=[CH:3][CH:4]=2)[N:8]([CH2:9][C:10]2[CH:15]=[CH:14][CH:13]=[CH:12][C:11]=2[Cl:16])[CH:25]=1)=[O:28])[CH3:31] |f:1.2|. Procedure: A mixture of 4-bromo-N-(2-chlorobenzyl)-benzamidine (1.4 g, 4.3 mmol), sodium bicarbonate (0.72 g, 8.6 mmol) and ethyl bromopyruvate (0.98 mL, 7.8 mmol) in EtOH (14 mL) was heated in a microwave unit (Biotage Initiator™) at 175° C. for 12 min. The resulting mixture was decanted and the solids rinsed with EtOAc. The combined filtrates were concentrated and purified by chromatography (silica, EtOAc/Hex, 0:100 to 40:60) to give the title compound (0.24 g, 13%) as a pale brown residue. 1H-NMR (DCM-d... Starting materials: Cl.NC1CCN(CC1)CCCN(CCO)CCO (2-{[3-(4-amino-piperidin-1-yl)-propyl]-(2-hydroxy-ethyl)-amino}-ethanol-hydrochloride), C(CCCCCCC\C=C/CCCCCCCC)(=O)Cl (oleoyl chloride), Cl (hydrogen chloride), C(C)N(C(C)C)C(C)C (N-ethyl-diisopropylamine), C(C)(C)(C)OC(=O)OC(=O)OC(C)(C)C (pyrocarbonic acid di-t-butyl ester). Run in ClCCl (dichloromethane), ClCCl (dichloromethane). Reaction conditions: time 6 hour. Yields the product NC1CCN(CC1)CCCN(CCOC(CCCCCCC\C=C/CCCCCCCC)=O)CCOC(CCCCCCC\C=C/CCCCCCCC)=O (Oleic acid-2-{[3-(4-amino-piperidin-1-yl)-propyl]-(2-oleoyloxy-ethyl)-amino}-ethyl ester). As a reaction SMILES: Cl.[NH2:2][CH:3]1[CH2:8][CH2:7][N:6]([CH2:9][CH2:10][CH2:11][N:12]([CH2:16][CH2:17][OH:18])[CH2:13][CH2:14][OH:15])[CH2:5][CH2:4]1.C(N([CH:25]([CH3:27])[CH3:26])C(C)C)C.C(OC(OC(O[C:39]([CH3:42])([CH3:41])C)=O)=O)(C)(C)C.[C:43](Cl)(=[O:61])[CH2:44][CH2:45][CH2:46][CH2:47][CH2:48][CH2:49][CH2:50]/[CH:51]=[CH:52]\[CH2:53][CH2:54][CH2:55][CH2:56][CH2:57][CH2:58][CH2:59][CH3:60].Cl>ClCCl>[NH2:2][CH:3]1[CH2:4][CH2:5][N:6]([CH2:9][CH2:10][CH2:11][N:12]([CH2:16][CH2:17][O:18][C:43](=[O:61])[CH2:44][CH2:45][CH2:46][CH2:47][CH2:48][CH2:49][CH2:50]/[CH:51]=[CH:52]\[CH2:53][CH2:54][CH2:42][CH2:39][CH2:41][CH2:27][CH2:25][CH3:26])[CH2:13][CH2:14][O:15][C:43](=[O:61])[CH2:44][CH2:45][CH2:46][CH2:47][CH2:48][CH2:49][CH2:50]/[CH:51]=[CH:52]\[CH2:53][CH2:54][CH2:55][CH2:56][CH2:57][CH2:58][CH2:59][CH3:60])[CH2:7][CH2:8]1 |f:0.1|. Procedure details: A suspension of 4.5 g (4 mmol) of the 2-{[3-(4-amino-piperidin-1-yl)-propyl]-(2-hydroxy-ethyl)-amino}-ethanol-hydrochloride described in example 10 in 100 ml dichloromethane is admixed with 3.5 g N-ethyl-diisopropylamine and 0.87 g (4 mmol) pyrocarbonic acid di-t-butyl ester, it is refluxed for 18 h, a solution of 2.4 g (8 mmol) oleoyl chloride in 40 ml dichloromethane is added dropwise, it is refluxed for 18 h, admixed with 15 ml etheric hydrogen chloride solution and stirred for 6 h at room te...